This data is from the Open Reaction Database (ORD), a public repository of structured organic reaction records. The task is: describe an organic reaction: reactants, conditions, products, and yield Starting materials: COc1cc(C=Cc2nnc(C(CCO)c3ccc(F)cc3)[nH]2)ccc1-n1cnc(C)c1, O=P(Cl)(Cl)Cl. Yields the product COc1cc(C=Cc2nnc(C(CCCl)c3ccc(F)cc3)[nH]2)ccc1-n1cnc(C)c1. RXN SMILES: [F:1][c:2]1[cH:3][cH:4][c:5]([CH:8]([CH2:9][CH2:10][OH:11])[c:12]2[n:13][n:14][c:15]([CH:17]=[CH:18][c:19]3[cH:20][c:21]([O:31][CH3:32])[c:22](-[n:25]4[cH:26][n:27][c:28]([CH3:30])[cH:29]4)[cH:23][cH:24]3)[nH:16]2)[cH:6][cH:7]1.[P:33]([Cl:34])([Cl:35])([Cl:36])=[O:37]>>[F:1][c:2]1[cH:3][cH:4][c:5]([CH:8]([CH2:9][CH2:10][Cl:35])[c:12]2[n:13][n:14][c:15]([CH:17]=[CH:18][c:19]3[cH:20][c:21]([O:31][CH3:32])[c:22](-[n:25]4[cH:26][n:27][c:28]([CH3:30])[cH:29]4)[cH:23][cH:24]3)[nH:16]2)[cH:6][cH:7]1. The reactants are O=C([O-])[O-], CCC1COC(=O)N1, CNCCNC, CCOC(C)=O, Cc1ccccc1, O=C(c1ccc(I)cc1)N1CCN(c2ncc(C3CC3)cc2C2CC2)CC1, [Cl-], [Cu]I, [K+], [K+], [NH4+]. The product is CCC1COC(=O)N1c1ccc(C(=O)N2CCN(c3ncc(C4CC4)cc3C3CC3)CC2)cc1. RXN SMILES: [C:36](=[O:37])([O-:38])[O-:39].[CH2:28]([CH3:29])[CH:30]1[NH:31][C:32](=[O:35])[O:33][CH2:34]1.[CH3:42][NH:43][CH2:44][CH2:45][NH:46][CH3:47].[CH3:52][CH2:53][O:54][C:55](=[O:56])[CH3:57].[CH3:58][c:59]1[cH:60][cH:61][cH:62][cH:63][cH:64]1.[CH:1]1([c:4]2[c:5]([N:13]3[CH2:14][CH2:15][N:16]([C:19](=[O:20])[c:21]4[cH:22][cH:23][c:24]([I:27])[cH:25][cH:26]4)[CH2:17][CH2:18]3)[n:6][cH:7][c:8]([CH:10]3[CH2:11][CH2:12]3)[cH:9]2)[CH2:2][CH2:3]1.[Cl-:48].[Cu:50][I:51].[K+:40].[K+:41].[NH4+:49]>>[CH:1]1([c:4]2[c:5]([N:13]3[CH2:14][CH2:15][N:16]([C:19](=[O:20])[c:21]4[cH:22][cH:23][c:24]([N:31]5[CH:30]([CH2:28][CH3:29])[CH2:34][O:33][C:32]5=[O:35])[cH:25][cH:26]4)[CH2:17][CH2:18]3)[n:6][cH:7][c:8]([CH:10]3[CH2:11][CH2:12]3)[cH:9]2)[CH2:2][CH2:3]1. As a reaction SMILES: C(OC([N:8]1[CH2:11][C:10]([C@@H:13]([C:15]2[CH:16]=[C:17]3[C:26](=[CH:27][C:28]=2[C:29]2[CH:34]=[CH:33][CH:32]=[CH:31][C:30]=2[F:35])[O:25][CH2:24][C:23]2[N:18]3[C@H:19]([CH3:37])[C:20](=[O:36])[NH:21][N:22]=2)[CH3:14])([CH3:12])[CH2:9]1)=O)(C)(C)C>Cl>[F:35][C:30]1[CH:31]=[CH:32][CH:33]=[CH:34][C:29]=1[C:28]1[CH:27]=[C:26]2[C:17]([N:18]3[C:23]([CH2:24][O:25]2)=[N:22][NH:21][C:20](=[O:36])[C@H:19]3[CH3:37])=[CH:16][C:15]=1[C@H:13]([C:10]1([CH3:12])[CH2:11][NH:8][CH2:9]1)[CH3:14]. The yield is 102.0%. Product: FC1=C(C=CC=C1)C1=C(C=C2N3[C@@H](C(NN=C3COC2=C1)=O)C)[C@@H](C)C1(CNC1)C ((R)-7-(2-fluoro-phenyl)-4-methyl-6-[(R)-1-(3-methyl-azetidin-3-yl)-ethyl]-2,10-dihydro-9-oxa-1,2,4a-triaza-phenanthren-3-one). Run in Cl (HCl). The reactants are C(C)(C)(C)OC(=O)N1CC(C1)(C)[C@H](C)C=1C=C2N3[C@@H](C(NN=C3COC2=CC1C1=C(C=CC=C1)F)=O)C (3-{(R)-1-[(R)-7-(2-fluoro-phenyl)-4-methyl-3-oxo-2,3,4,10-tetrahydro-9-oxa-1,2,4a-triaza-phenanthren-6-yl]-ethyl}-3-methyl-azetidine-1-carboxylic acid tert-butyl ester). Procedure details: A solution of 3-{(R)-1-[(R)-7-(2-fluoro-phenyl)-4-methyl-3-oxo-2,3,4,10-tetrahydro-9-oxa-1,2,4a-triaza-phenanthren-6-yl]-ethyl}-3-methyl-azetidine-1-carboxylic acid tert-butyl ester (0.073 g, 0.144 mmol) in HCl (4M in EtOAc, 1 mL) was stirred at ambient temperature for 1 h. The reaction mixture was concentrated in vacuo to give (R)-7-(2-fluoro-phenyl)-4-methyl-6-[(R)-1-(3-methyl-azetidin-3-yl)-ethyl]-2,10-dihydro-9-oxa-1,2,4a-triaza-phenanthren-3-one (0.06 g, 100%), which was used directly in th... The reactants are O=C([O-])[O-], C1CSCCN1, CS(C)=O, COC(=O)c1ccc(F)cc1F, [K+], [K+], O. RXN SMILES: [C:23](=[O:24])([O-:25])[O-:26].[CH2:17]1[CH2:18][S:19][CH2:20][CH2:21][NH:22]1.[CH3:1][S:2](=[O:3])[CH3:4].[F:5][c:6]1[c:7]([C:8](=[O:9])[O:10][CH3:11])[cH:12][cH:13][c:14]([F:16])[cH:15]1.[K+:27].[K+:28].[OH2:29]>>[F:5][c:6]1[c:7]([C:8](=[O:9])[O:10][CH3:11])[cH:12][cH:13][c:14]([N:22]2[CH2:17][CH2:18][S:19][CH2:20][CH2:21]2)[cH:15]1. The product is COC(=O)c1ccc(N2CCSCC2)cc1F.